Dataset: the Open Reaction Database (ORD), a public repository of structured organic reaction records. Task: describe an organic reaction: reactants, conditions, products, and yield Starting materials: CCCBr, O=C([O-])[O-], CCCCCCCCCCCc1cnc(-c2ccc(O)cc2)nc1, CCCOc1cc(C(=O)O)on1, CN(C)C=O, C(=NC1CCCCC1)=NC1CCCCC1, ClCCl, [K+], [K+], [Li+], C1CCOC1, [OH-], COC(=O)c1cc(O)no1. Yields the product CCCCCCCCCCCc1cnc(-c2ccc(OC(=O)c3cc(OCCC)no3)cc2)nc1. Reaction SMILES: [Br:47][CH2:48][CH2:49][CH3:50].[C:68](=[O:69])([O-:70])[O-:71].[CH2:1]([CH2:2][CH2:3][CH2:4][CH2:5][CH2:6][CH2:7][CH2:8][CH2:9][CH2:10][CH3:11])[c:12]1[cH:13][n:14][c:15](-[c:18]2[cH:19][cH:20][c:21]([OH:24])[cH:22][cH:23]2)[n:16][cH:17]1.[CH2:25]([CH2:26][CH3:27])[O:28][c:29]1[n:30][o:31][c:32]([C:34](=[O:35])[OH:36])[cH:33]1.[CH3:73][N:74]([CH3:75])[CH:76]=[O:77].[CH:53]1([N:54]=[C:55]=[N:56][CH:57]2[CH2:58][CH2:59][CH2:60][CH2:61][CH2:62]2)[CH2:63][CH2:64][CH2:65][CH2:66][CH2:67]1.[Cl:84][CH2:85][Cl:86].[K+:72].[K+:78].[Li+:52].[O:79]1[CH2:80][CH2:81][CH2:82][CH2:83]1.[OH-:51].[OH:37][c:38]1[cH:39][c:40]([C:41]([O:42][CH3:43])=[O:44])[o:45][n:46]1>>[CH2:1]([CH2:2][CH2:3][CH2:4][CH2:5][CH2:6][CH2:7][CH2:8][CH2:9][CH2:10][CH3:11])[c:12]1[cH:13][n:14][c:15](-[c:18]2[cH:19][cH:20][c:21]([O:24][C:34]([c:32]3[o:31][n:30][c:29]([O:28][CH2:25][CH2:26][CH3:27])[cH:33]3)=[O:35])[cH:22][cH:23]2)[n:16][cH:17]1. Starting materials: [Br-], C1CCOC1, COc1cc(C(C)=O)ccc1OS(=O)(=O)C(F)(F)F, c1ccc(P(c2ccccc2)(c2ccccc2)[Pd](P(c2ccccc2)(c2ccccc2)c2ccccc2)(P(c2ccccc2)(c2ccccc2)c2ccccc2)P(c2ccccc2)(c2ccccc2)c2ccccc2)cc1, [Zn+]c1ccccn1. The product is COc1cc(C(C)=O)ccc1-c1ccccn1. Reaction SMILES: [Br-:20].[CH2:28]1[O:29][CH2:30][CH2:31][CH2:32]1.[F:1][C:2]([F:3])([F:4])[S:5]([O:6][c:7]1[c:8]([O:16][CH3:17])[cH:9][c:10]([C:13]([CH3:14])=[O:15])[cH:11][cH:12]1)(=[O:18])=[O:19].[cH:33]1[cH:34][cH:35][c:36]([P:37]([Pd:38]([P:39]([c:40]2[cH:41][cH:42][cH:43][cH:44][cH:45]2)([c:46]2[cH:47][cH:48][cH:49][cH:50][cH:51]2)[c:52]2[cH:53][cH:54][cH:55][cH:56][cH:57]2)([P:58]([c:59]2[cH:60][cH:61][cH:62][cH:63][cH:64]2)([c:65]2[cH:66][cH:67][cH:68][cH:69][cH:70]2)[c:71]2[cH:72][cH:73][cH:74][cH:75][cH:76]2)[P:77]([c:78]2[cH:79][cH:80][cH:81][cH:82][cH:83]2)([c:84]2[cH:85][cH:86][cH:87][cH:88][cH:89]2)[c:90]2[cH:91][cH:92][cH:93][cH:94][cH:95]2)([c:96]2[cH:97][cH:98][cH:99][cH:100][cH:101]2)[c:102]2[cH:103][cH:104][cH:105][cH:106][cH:107]2)[cH:108][cH:109]1.[n:21]1[c:22]([Zn+:27])[cH:23][cH:24][cH:25][cH:26]1>>[c:7]1(-[c:22]2[n:21][cH:26][cH:25][cH:24][cH:23]2)[c:8]([O:16][CH3:17])[cH:9][c:10]([C:13]([CH3:14])=[O:15])[cH:11][cH:12]1. The reactants are C(CCCCCCC)C=1C=NC(=NC1)C1=CC=C(C=C1)OCCCCOCC(F)(F)OC(C(OC(C(OC(F)(F)F)(F)F)(F)F)(F)F)(F)F (5-Octyl-2-[4-(4-(2-(2-(2-(trifluoromethoxy)tetrafluoroethoxy)tetrafluoroethoxy)-2,2-difluoroethoxy)butoxy)phenyl]pyrimidine), C(CCCCCC)OC=1C=NC(=NC1)C1=CC=C(C=C1)O (5-heptyloxy-2-(4-hydroxyphenyl)pyrimidine). Product: C(CCCCCC)OC=1C=NC(=NC1)C1=CC=C(C=C1)OCCCCOCC(F)(F)OC(C(OC(C(OC(F)(F)F)(F)F)(F)F)(F)F)(F)F (5-Heptyloxy-2-[4-(4-(2-(2-(2-(trifluoromethoxy)tetrafluoroethoxy)tetrafluoroethoxy)-2,2-difluoroethoxy)butoxy)phenyl]pyrimidine). As a reaction SMILES: C(C1C=NC(C2C=CC(O[CH2:22][CH2:23][CH2:24][CH2:25][O:26][CH2:27][C:28]([O:31][C:32]([F:49])([F:48])[C:33]([F:47])([F:46])[O:34][C:35]([F:45])([F:44])[C:36]([F:43])([F:42])[O:37][C:38]([F:41])([F:40])[F:39])([F:30])[F:29])=CC=2)=NC=1)CCCCCCC.[CH2:50]([O:57][C:58]1[CH:59]=[N:60][C:61]([C:64]2[CH:69]=[CH:68][C:67]([OH:70])=[CH:66][CH:65]=2)=[N:62][CH:63]=1)[CH2:51][CH2:52][CH2:53][CH2:54][CH2:55][CH3:56]>>[CH2:50]([O:57][C:58]1[CH:63]=[N:62][C:61]([C:64]2[CH:65]=[CH:66][C:67]([O:70][CH2:22][CH2:23][CH2:24][CH2:25][O:26][CH2:27][C:28]([O:31][C:32]([F:48])([F:49])[C:33]([F:46])([F:47])[O:34][C:35]([F:44])([F:45])[C:36]([F:42])([F:43])[O:37][C:38]([F:40])([F:41])[F:39])([F:30])[F:29])=[CH:68][CH:69]=2)=[N:60][CH:59]=1)[CH2:51][CH2:52][CH2:53][CH2:54][CH2:55][CH3:56]. Procedure details: The title compound was prepared essentially as in Example 1 by combining 4-(2-(2-(2-(trifluoromethoxy)tetrafluoroethoxy)tetrafluoroethoxy)-2,2-difluoroethoxy)1-bromobutane (6.1 g, 15.0 mmol, Example 25) with 5-heptyloxy-2-(4-hydroxyphenyl)pyrimidine (3 g, 10.5 mmol). The resulting crude product was further purified by recrysallization from ethanol and subsequent Kugelrohr distillation (b.p. 200-210° C. at 0.3 torr; yield of 5.2 g). The reactants are ClC1=CC=C(CN2C(=NC=3N(C(N(C(C23)=O)CC(CC)=O)=O)C)OC2=CC(=CC=C2)OC(F)(F)F)C=C1 (7-(4-Chlorobenzyl)-3-methyl-1-(2-oxobutyl)-8-(3-(trifluoromethoxy)phenoxy)-1H-purine-2,6(3H,7H)-dione), [BH4-].[Na+] (Sodium borohydride). Solvent: CO (methanol), C(Cl)Cl (DCM). Reaction conditions: time 2 hour. Yields the product ClC1=CC=C(CN2C(=NC=3N(C(N(C(C23)=O)CC(CC)O)=O)C)OC2=CC(=CC=C2)OC(F)(F)F)C=C1 (7-(4-chlorobenzyl)-1-(2-hydroxybutyl)-3-methyl-8-(3-(trifluoromethoxy)phenoxy)-1H-purine-2,6(3H,7H)-dione). The yield is 72.4%. As a reaction SMILES: [Cl:1][C:2]1[CH:37]=[CH:36][C:5]([CH2:6][N:7]2[C:15]3[C:14](=[O:16])[N:13]([CH2:17][C:18](=[O:21])[CH2:19][CH3:20])[C:12](=[O:22])[N:11]([CH3:23])[C:10]=3[N:9]=[C:8]2[O:24][C:25]2[CH:30]=[CH:29][CH:28]=[C:27]([O:31][C:32]([F:35])([F:34])[F:33])[CH:26]=2)=[CH:4][CH:3]=1.[BH4-].[Na+]>CO.C(Cl)Cl>[Cl:1][C:2]1[CH:3]=[CH:4][C:5]([CH2:6][N:7]2[C:15]3[C:14](=[O:16])[N:13]([CH2:17][CH:18]([OH:21])[CH2:19][CH3:20])[C:12](=[O:22])[N:11]([CH3:23])[C:10]=3[N:9]=[C:8]2[O:24][C:25]2[CH:30]=[CH:29][CH:28]=[C:27]([O:31][C:32]([F:35])([F:33])[F:34])[CH:26]=2)=[CH:36][CH:37]=1 |f:1.2|. Procedure details: 7-(4-Chlorobenzyl)-3-methyl-1-(2-oxobutyl)-8-(3-(trifluoromethoxy)phenoxy)-1H-purine-2,6(3H,7H)-dione (0.44 g, 0.82 mmol, example 363) was dissolved in methanol (8 mL) and DCM (1 mL), then cooled to 0° C. Sodium borohydride (0.93 g, 2.46 mmol) was added portion wise over 20 min and reaction was stirred in the cold for 2 h. The reaction solvent was removed under reduced pressure then the mixture was diluted with water (100 mL) and extracted with ethyl acetate (3×75 mL). The combined organic extra...